This data is from the Open Reaction Database (ORD), a public repository of structured organic reaction records. The task is: describe an organic reaction: reactants, conditions, products, and yield Starting materials: CCN1CCNCC1, COc1ccc(CN(Cc2ccc(OC)cc2)c2ncc(-c3nc(N4CCOCC4)nc4c3CCN4c3ccc(CCC(=O)O)cc3)cn2)cc1, CCN1CCN(C(=O)CCc2ccc(N3CCc4c(-c5cnc(N(Cc6ccc(OC)cc6)Cc6ccc(OC)cc6)nc5)nc(N5CCOCC5)nc43)cc2)CC1. Yields the product CCN1CCN(C(=O)CCc2ccc(N3CCc4c(-c5cnc(N)nc5)nc(N5CCOCC5)nc43)cc2)CC1. As a reaction SMILES: [CH2:52]([N:53]1[CH2:54][CH2:55][NH:56][CH2:57][CH2:58]1)[CH3:59].[CH3:1][O:2][c:3]1[cH:4][cH:5][c:6]([CH2:7][N:8]([CH2:9][c:10]2[cH:11][cH:12][c:13]([O:14][CH3:15])[cH:16][cH:17]2)[c:18]2[n:19][cH:20][c:21](-[c:22]3[c:23]4[c:38]([n:39][c:40]([N:41]5[CH2:42][CH2:43][O:44][CH2:45][CH2:46]5)[n:47]3)[N:26]([c:27]3[cH:28][cH:29][c:30]([CH2:31][CH2:32][C:33]([OH:34])=[O:35])[cH:36][cH:37]3)[CH2:25][CH2:24]4)[cH:48][n:49]2)[cH:50][cH:51]1.[CH3:60][O:61][c:62]1[cH:63][cH:64][c:65]([CH2:66][N:67]([c:68]2[n:69][cH:70][c:71](-[c:74]3[c:75]4[c:76]([n:77][c:78]([N:80]5[CH2:81][CH2:82][O:83][CH2:84][CH2:85]5)[n:79]3)[N:86]([c:89]3[cH:90][cH:91][c:92]([CH2:95][CH2:96][C:97](=[O:98])[N:99]5[CH2:100][CH2:101][N:102]([CH2:105][CH3:106])[CH2:103][CH2:104]5)[cH:93][cH:94]3)[CH2:87][CH2:88]4)[cH:72][n:73]2)[CH2:107][c:108]2[cH:109][cH:110][c:111]([O:112][CH3:113])[cH:114][cH:115]2)[cH:116][cH:117]1>>[NH2:67][c:68]1[n:69][cH:70][c:71](-[c:74]2[c:75]3[c:76]([n:77][c:78]([N:80]4[CH2:81][CH2:82][O:83][CH2:84][CH2:85]4)[n:79]2)[N:86]([c:89]2[cH:90][cH:91][c:92]([CH2:95][CH2:96][C:97](=[O:98])[N:99]4[CH2:100][CH2:101][N:102]([CH2:105][CH3:106])[CH2:103][CH2:104]4)[cH:93][cH:94]2)[CH2:87][CH2:88]3)[cH:72][n:73]1.